Dataset: the Open Reaction Database (ORD), a public repository of structured organic reaction records. Task: describe an organic reaction: reactants, conditions, products, and yield The reactants are ClC1=CC=C(C=C1)C1=C(C(=CC=2N=CSC21)C)C=C (7-(4-chlorophenyl)-5-methyl-6-vinylbenzo[d]thiazole), S(=O)([O-])[O-].[Na+].[Na+] (Sodium sulfite), C(C)(C)(C)O (tert-butanol). Solvent: O (H2O), O (H2O). Run at temperature 0 celsius, time 8 hour. The product is ClC1=CC=C(C=C1)C1=C(C(=CC=2N=CSC21)C)[C@@H](CO)O ((S)-1-(7-(4-chlorophenyl)-5-methylbenzo[d]thiazol-6-yl)ethane-1,2-diol). Reaction SMILES: [Cl:1][C:2]1[CH:7]=[CH:6][C:5]([C:8]2[C:16]3[S:15][CH:14]=[N:13][C:12]=3[CH:11]=[C:10](C)[C:9]=2C=C)=[CH:4][CH:3]=1.S([O-])([O-])=[O:21].[Na+].[Na+].[C:26]([OH:30])(C)([CH3:28])[CH3:27]>O>[Cl:1][C:2]1[CH:7]=[CH:6][C:5]([C:8]2[C:16]3[S:15][CH:14]=[N:13][C:12]=3[CH:11]=[C:10]([CH3:9])[C:27]=2[C@H:26]([OH:30])[CH2:28][OH:21])=[CH:4][CH:3]=1 |f:1.2.3|. Procedure details: A biphasic mixture of AD mix-α (1.5 g) in tert-butanol (5 mL)/H2O (5 mL) was cooled to 0° C. and 7-(4-chlorophenyl)-5-methyl-6-vinylbenzo[d]thiazole (5G) (0.050 g, 0.175 mmol) was added. Reaction mixture was stirred overnight at 0° C. Sodium sulfite (1.5 g) was added at 0° C., then warmed to room temperature and stirred for 30 min to give a white mixture. Mixture was diluted with ethyl ecetate and H2O. Extracted with ethyl ecetate (3×) and combined organic layer was dried (MgSO4), concentrated a... Starting materials: CCO, CS(=O)(=O)c1ccc2c(c1)CCN2, Clc1cc(Cl)ncn1. Yields the product CS(=O)(=O)c1ccc2c(c1)CCN2c1cc(Cl)ncn1. Reaction SMILES: [CH3:22][CH2:23][OH:24].[CH3:9][S:10](=[O:11])(=[O:12])[c:13]1[cH:14][c:15]2[c:19]([cH:20][cH:21]1)[NH:18][CH2:17][CH2:16]2.[Cl:1][c:2]1[n:3][cH:4][n:5][c:6]([Cl:8])[cH:7]1>>[c:2]1([N:18]2[CH2:17][CH2:16][c:15]3[cH:14][c:13]([S:10]([CH3:9])(=[O:11])=[O:12])[cH:21][cH:20][c:19]32)[n:3][cH:4][n:5][c:6]([Cl:8])[cH:7]1. Starting materials: NCCO (2-aminoethanol), ClC1=NC(=C(C(=C1C#N)C1=NNC=C1)C#N)SCC=1N=C(SC1)C1=CC=C(C=C1)Cl (2-chloro-6-({[2-(4-chlorophenyl)-1,3-thiazol-4-yl]methyl}sulfanyl)-4-(1H-pyrazol-3-yl)pyridine-3,5-dicarbonitrile), CO (methanol). Solvent: O1CCCC1 (tetrahydrofuran). Run at time 30 minute. The product is ClC1=CC=C(C=C1)C=1SC=C(N1)CSC1=NC(=C(C(=C1C#N)C1=NNC=C1)C#N)NCCO (2-({[2-(4-Chlorophenyl)-1,3-thiazol-4-yl]methyl}sulfanyl)-6-[(2-hydroxyethyl)amino]-4-(1H-pyrazol-3-yl)pyridine-3,5-dicarbonitrile). Reaction SMILES: Cl[C:2]1[C:7]([C:8]#[N:9])=[C:6]([C:10]2[CH:14]=[CH:13][NH:12][N:11]=2)[C:5]([C:15]#[N:16])=[C:4]([S:17][CH2:18][C:19]2[N:20]=[C:21]([C:24]3[CH:29]=[CH:28][C:27]([Cl:30])=[CH:26][CH:25]=3)[S:22][CH:23]=2)[N:3]=1.[NH2:31][CH2:32][CH2:33][OH:34].CO>O1CCCC1>[Cl:30][C:27]1[CH:28]=[CH:29][C:24]([C:21]2[S:22][CH:23]=[C:19]([CH2:18][S:17][C:4]3[C:5]([C:15]#[N:16])=[C:6]([C:10]4[CH:14]=[CH:13][NH:12][N:11]=4)[C:7]([C:8]#[N:9])=[C:2]([NH:31][CH2:32][CH2:33][OH:34])[N:3]=3)[N:20]=2)=[CH:25][CH:26]=1. Procedure: 58 mg (0.124 mmol) of 2-chloro-6-({[2-(4-chlorophenyl)-1,3-thiazol-4-yl]methyl}sulfanyl)-4-(1H-pyrazol-3-yl)pyridine-3,5-dicarbonitrile were dissolved in 1 ml of tetrahydrofuran, and 15 mg (0.247 mmol) of 2-aminoethanol were added. After 30 minutes of stirring, methanol was added, the mixture was filtered and the filtrate was purified by preparative HPLC. This gave 63 mg (100% of theory) of the target compound.